From a dataset of the Open Reaction Database (ORD), a public repository of structured organic reaction records. describe an organic reaction: reactants, conditions, products, and yield Starting materials: C(C)OC(C1=CC(=C(C(=C1)Cl)S(=O)(=O)C)Cl)=O (3,5-dichloro-4-(methylsulfonyl)benzoic acid ethyl ester), C(C)[BH-](CC)CC.[Li+] (lithium triethylborohydride), O (water). Conditions: time 30 minute. Reported procedure: To a solution of 3,5-dichloro-4-(methylsulfonyl)benzoic acid ethyl ester (2.6 g) in tetrahydrofuran (50 mL) was added lithium triethylborohydride (1 M in tetrahydrofuran, 24 mL) at 0-5° C. under nitrogen. The mixture was stirred for 30 min and then water (2 mL) was added and the tetrahydrofuran was evaporated under vacuum. Toluene (100 mL) and water (30 mL) w ere added and then hydrogen peroxide (30% in water, 20 mL) was added at 10-20° C. After 30 min, the separated solid was dissolved by addin... RXN SMILES: C([O:3][C:4](=O)[C:5]1[CH:10]=[C:9]([Cl:11])[C:8]([S:12]([CH3:15])(=[O:14])=[O:13])=[C:7]([Cl:16])[CH:6]=1)C.C([BH-](CC)CC)C.[Li+].O>O1CCCC1>[Cl:11][C:9]1[CH:10]=[C:5]([CH:6]=[C:7]([Cl:16])[C:8]=1[S:12]([CH3:15])(=[O:14])=[O:13])[CH2:4][OH:3] |f:1.2|. Run in O1CCCC1 (tetrahydrofuran). Yields the product ClC=1C=C(CO)C=C(C1S(=O)(=O)C)Cl (3,5-Dichloro-4-(methylsulfonyl)benzyl alcohol). Starting materials: FC1=CC=C(C=C1)C1=C([N+](=C(N1C)C1=CC=CC=C1)[O-])C1=CC(NC=C1)=O (4-[5-(4-fluorophenyl)-1-methyl-3-oxido-2-phenyl-1H-imidazol-4-yl]pyridin-2(1H)-one), P(Cl)(Cl)Cl (phosphorous trichloride), NaOH ice. The solvent is C(Cl)(Cl)Cl (CHCl3). Conditions: temperature 60 celsius. Yields the product FC1=CC=C(C=C1)C1=C(N=C(N1C)C1=CC=CC=C1)C1=CC(NC=C1)=O (4-[5-(4-fluorophenyl)-1-methyl-2-phenyl-1H-imidazol-4-yl]pyridin-2(1H)-one). Isolated yield 40.7%. As a reaction SMILES: [F:1][C:2]1[CH:7]=[CH:6][C:5]([C:8]2[N:12]([CH3:13])[C:11]([C:14]3[CH:19]=[CH:18][CH:17]=[CH:16][CH:15]=3)=[N+:10]([O-])[C:9]=2[C:21]2[CH:26]=[CH:25][NH:24][C:23](=[O:27])[CH:22]=2)=[CH:4][CH:3]=1.P(Cl)(Cl)Cl>C(Cl)(Cl)Cl>[F:1][C:2]1[CH:7]=[CH:6][C:5]([C:8]2[N:12]([CH3:13])[C:11]([C:14]3[CH:19]=[CH:18][CH:17]=[CH:16][CH:15]=3)=[N:10][C:9]=2[C:21]2[CH:26]=[CH:25][NH:24][C:23](=[O:27])[CH:22]=2)=[CH:4][CH:3]=1. Procedure details: To a solution of 4-[5-(4-fluorophenyl)-1-methyl-3-oxido-2-phenyl-1H-imidazol-4-yl]pyridin-2(1H)-one of Step A (56 mg, 0.155 mmol) in CHCl3 (2 mL) was added phosphorous trichloride (16 μL, 0.186 mmol) dropwise at room temperature. The reaction mixture was heated at 60° C. for 2 hours, cooled, and poured into 1N NaOH/ice solution. The aqueous layer was extracted with CH2Cl2, and the combined organic extracts were washed with H2O followed by brine. After drying over Na2SO4, the solvent was removed ... The product is COC1CCN(C(=O)c2cc(Cc3n[nH]c(=O)c4c(N)cccc34)ccc2F)CC1. Reactants: CCO, COC1CCN(C(=O)c2cc(Cc3n[nH]c(=O)c4cccc([N+](=O)[O-])c34)ccc2F)CC1, COC1CCN(C(=O)c2cc(Cc3n[nH]c(=O)c4c([N+](=O)[O-])cccc34)ccc2F)CC1, [H][H]. RXN SMILES: [CH3:67][CH2:68][OH:69].[F:1][c:2]1[cH:3][cH:4][c:5]([CH2:6][c:7]2[c:8]3[c:9]([cH:10][cH:11][cH:12][c:13]3[N+:14]([O-:15])=[O:16])[c:17](=[O:18])[nH:19][n:20]2)[cH:21][c:22]1[C:23]([N:24]1[CH2:25][CH2:26][CH:27]([O:28][CH3:29])[CH2:30][CH2:31]1)=[O:32].[F:33][c:34]1[c:35]([C:55](=[O:56])[N:57]2[CH2:58][CH2:59][CH:60]([O:63][CH3:64])[CH2:61][CH2:62]2)[cH:36][c:37]([CH2:38][c:39]2[n:40][nH:41][c:42](=[O:52])[c:43]3[c:44]([N+:49]([O-:50])=[O:51])[cH:45][cH:46][cH:47][c:48]23)[cH:53][cH:54]1.[H:65][H:66]>>[F:33][c:34]1[c:35]([C:55](=[O:56])[N:57]2[CH2:58][CH2:59][CH:60]([O:63][CH3:64])[CH2:61][CH2:62]2)[cH:36][c:37]([CH2:38][c:39]2[n:40][nH:41][c:42](=[O:52])[c:43]3[c:44]([NH2:49])[cH:45][cH:46][cH:47][c:48]23)[cH:53][cH:54]1. Yields the product C(C)(C)N1N=C(N=C1C=1N=C2N(CCOC3=C2C=CC(=C3)N3C(CC3)[C@H]3CN(CCC3)C(C)C)C1)C (2-(1-isopropyl-3-methyl-1H-1,2,4-triazol-5-yl)-9-(2-((R)-1-isopropylpiperidin-3-yl)azetidin-1-yl)-5,6-dihydrobenzo[f]imidazo[1,2-d][1,4]oxazepine). Reported procedure: To a solution of 2-(2-isopropyl-5-methyl-2H-[1,2,4]triazol-3-yl)-8-((R)-2-piperidin-3-ylazetidin-1-yl)-4,5-dihydro-6-oxa-1,3a-diazabenzo[e]azulene (64.3 mg, 0.1436 mmol) in a mixture of IMS (5 mL) and acetone (1 mL) was added Pd/C (10%, 15 mg). The mixture was stirred at RT under a balloon of hydrogen for 16 h, then filtered through a celite pad. The filtrate was concentrated in vacuo. The resulting residue was purified by column chromatography (Si-PCC, gradient 2-15% 2M NH3/MeOH in DCM), then C... The reagents and catalysts are [Pd] (Pd/C). RXN SMILES: [CH:1]([N:4]1[C:8]([C:9]2[N:18]=[C:17]3[N:11]([CH2:12][CH2:13][O:14][C:15]4[CH:22]=[C:21]([N:23]5[CH2:26][CH2:25][C@@H:24]5[CH:27]5[CH2:32][CH2:31][CH2:30][NH:29][CH2:28]5)[CH:20]=[CH:19][C:16]=43)[CH:10]=2)=[N:7][C:6]([CH3:33])=[N:5]1)([CH3:3])[CH3:2].[H][H].[CH3:36][C:37]([CH3:39])=O>[Pd]>[CH:1]([N:4]1[C:8]([C:9]2[N:18]=[C:17]3[C:16]4[CH:19]=[CH:20][C:21]([N:23]5[CH2:26][CH2:25][CH:24]5[C@@H:27]5[CH2:32][CH2:31][CH2:30][N:29]([CH:37]([CH3:39])[CH3:36])[CH2:28]5)=[CH:22][C:15]=4[O:14][CH2:13][CH2:12][N:11]3[CH:10]=2)=[N:7][C:6]([CH3:33])=[N:5]1)([CH3:3])[CH3:2]. Solvent: IMS. The reactants are C(C)(C)N1N=C(N=C1C1=CN2CCOC3=C(C2=N1)C=CC(=C3)N3[C@H](CC3)C3CNCCC3)C (2-(2-isopropyl-5-methyl-2H-[1,2,4]triazol-3-yl)-8-((R)-2-piperidin-3-ylazetidin-1-yl)-4,5-dihydro-6-oxa-1,3a-diazabenzo[e]azulene), CC(=O)C (acetone), [H][H] (hydrogen). The yield is 40.0%. Starting materials: C(#C)C=1C=C(C(=O)OC)C=CC1C (methyl 3-ethynyl-4-methylbenzoate), IC=1C=NC2=CC=CC=C2C1 (3-iodoquinoline), C(C)(C)N(CC)C(C)C (diisopropylethylamine). The reagents and catalysts are C=1C=CC(=CC1)[P](C=2C=CC=CC2)(C=3C=CC=CC3)[Pd]([P](C=4C=CC=CC4)(C=5C=CC=CC5)C=6C=CC=CC6)([P](C=7C=CC=CC7)(C=8C=CC=CC8)C=9C=CC=CC9)[P](C=1C=CC=CC1)(C=1C=CC=CC1)C=1C=CC=CC1 (Pd(PPh3)4), [Cu]I (CuI). Run in CN(C)C=O (DMF). Conditions: time 12 hour. The product is CC1=C(C=C(C(=O)OC)C=C1)C#CC=1C=NC2=CC=CC=C2C1 (methyl 4-methyl-3-[(quinolin-3-yl)ethynyl]benzoate). RXN SMILES: [C:1]([C:3]1[CH:4]=[C:5]([CH:10]=[CH:11][C:12]=1[CH3:13])[C:6]([O:8][CH3:9])=[O:7])#[CH:2].I[C:15]1[CH:16]=[N:17][C:18]2[C:23]([CH:24]=1)=[CH:22][CH:21]=[CH:20][CH:19]=2.C(N(C(C)C)CC)(C)C>CN(C=O)C.C1C=CC([P]([Pd]([P](C2C=CC=CC=2)(C2C=CC=CC=2)C2C=CC=CC=2)([P](C2C=CC=CC=2)(C2C=CC=CC=2)C2C=CC=CC=2)[P](C2C=CC=CC=2)(C2C=CC=CC=2)C2C=CC=CC=2)(C2C=CC=CC=2)C2C=CC=CC=2)=CC=1.[Cu]I>[CH3:13][C:12]1[CH:11]=[CH:10][C:5]([C:6]([O:8][CH3:9])=[O:7])=[CH:4][C:3]=1[C:1]#[C:2][C:15]1[CH:16]=[N:17][C:18]2[C:23]([CH:24]=1)=[CH:22][CH:21]=[CH:20][CH:19]=2 |^1:42,44,63,82|. Reported procedure: A mixture of methyl 3-ethynyl-4-methylbenzoate (0.341 g, 2 mmol), 3-iodoquinoline (0.5 g, 2 mmol), Pd(PPh3)4 (0.11 g, 0.01 mmol), CuI (0.179 g, 0.1 mmol) and diisopropylethylamine (0.5 ml, 3 mmol) in DMF (15 ml) was stirred at ambient temperature for 12 hrs under an atmosphere of nitrogen. The reaction mixture was concentrated and the crude product was purified by flash chromatography on silica gel (elution with 10% ethyl acetate in n-hexane) to provide methyl 4-methyl-3-[(quinolin-3-yl)ethynyl]...